This data is from the Open Reaction Database (ORD), a public repository of structured organic reaction records. The task is: describe an organic reaction: reactants, conditions, products, and yield Starting materials: S(=O)(Cl)Cl (thionyl chloride), FC(C(C(=O)O)(O)C)(F)F (α-trifluoromethyl lactic acid), S(=O)(C1=CC=C(C=C1)N)(=O)F (sulfanilyl fluoride). Conditions: temperature -20 celsius, time 1 hour. Procedure details: To a cooled (-20° C.) solution of α-trifluoromethyl lactic acid (2.0 g) in dry N,N-dimethylacetamide (15 ml) was added thionyl chloride (0.97 mL) dropwise over 10 minutes. The reaction mixture was stirred at -20° C. for 1 hour, warmed to 0° C. over 1 hour, then treated with sulfanilyl fluoride (2.22 g) in one portion and heated at 100° C. for 24 hours. After cooling to 22° C. the reaction mixture was diluted with water (150 ml) and extracted with ethyl acetate (3×35 ml). The combined organic ext... As a reaction SMILES: [F:1][C:2]([F:10])([F:9])[C:3]([CH3:8])([OH:7])[C:4](O)=[O:5].S(Cl)(Cl)=O.[S:15]([F:25])(=[O:24])([C:17]1[CH:22]=[CH:21][C:20]([NH2:23])=[CH:19][CH:18]=1)=[O:16]>CN(C)C(=O)C.O>[F:1][C:2]([F:10])([F:9])[C:3]([OH:7])([CH3:8])[C:4]([NH:23][C:20]1[CH:21]=[CH:22][C:17]([S:15]([F:25])(=[O:24])=[O:16])=[CH:18][CH:19]=1)=[O:5]. Product: FC(C(C(=O)NC1=CC=C(C=C1)S(=O)(=O)F)(C)O)(F)F (3,3,3-trifluoro-N-[4-(fluorosulfonyl)phenyl]-2-hydroxy-2-methylpropanamide). Solvent: O (water), CN(C(C)=O)C (N,N-dimethylacetamide). Reactants: COc1cc(C)c(Br)c(NC(=O)OC(C)(C)C)c1, ClCCl, O=C(O)C(F)(F)F. The product is COc1cc(C)c(Br)c(N)c1. Reaction SMILES: [C:1]([O:2][C:3](=[O:4])[NH:7][c:8]1[c:9]([Br:17])[c:10]([CH3:16])[cH:11][c:12]([O:14][CH3:15])[cH:13]1)([CH3:5])([CH3:6])[CH3:18].[Cl:26][CH2:27][Cl:28].[OH:19][C:20]([C:21]([F:22])([F:23])[F:24])=[O:25]>>[NH2:7][c:8]1[c:9]([Br:17])[c:10]([CH3:16])[cH:11][c:12]([O:14][CH3:15])[cH:13]1. The product is CSc1ccc([N+](=O)[O-])cc1. RXN SMILES: [CH3:13][I:14].[N+:1](=[O:2])([O-:3])[c:4]1[cH:5][cH:6][c:7]([SH:10])[cH:8][cH:9]1.[Na+:12].[OH-:11].[OH2:15]>>[N+:1](=[O:2])([O-:3])[c:4]1[cH:5][cH:6][c:7]([S:10][CH3:13])[cH:8][cH:9]1. The reactants are CI, O=[N+]([O-])c1ccc(S)cc1, [Na+], [OH-], O. Starting materials: Cl, Cl, CCOC(=O)C1CC2CCCCC2N1, O. Yields the product Cl, O=C(O)C1CC2CCCCC2N1. As a reaction SMILES: [ClH:16].[ClH:1].[NH:2]1[CH:3]([C:11](=[O:12])[O:13][CH2:14][CH3:15])[CH2:4][CH:5]2[CH2:6][CH2:7][CH2:8][CH2:9][CH:10]12.[OH2:17]>>[ClH:1].[NH:2]1[CH:3]([C:11](=[O:12])[OH:13])[CH2:4][CH:5]2[CH2:6][CH2:7][CH2:8][CH2:9][CH:10]12. Starting materials: C(#C)C1=CC=C(C=C1)C1(CC1)OC (1-ethynyl-4-(1-methoxycyclopropyl)-benzene), C(#C)C1=CC=C(C=C1)C1(CC1)OC (1-ethynyl-4-(1-methoxycyclopropyl)-benzene), C(C)OC(C1=CC=C(C=C1)I)=O (ethyl-4-iodo-benzoate), C(C)OC(C1=CC=C(C=C1)I)=O (ethyl-4-iodo-benzoate). Reagents/catalysts: [Cu]I (copper(I)iodide), Cl[Pd]([P](C1=CC=CC=C1)(C2=CC=CC=C2)C3=CC=CC=C3)([P](C4=CC=CC=C4)(C5=CC=CC=C5)C6=CC=CC=C6)Cl (Dichlorobis(triphenylphosphine)palladium(II)). Run in C(C)N(CC)CC (triethyl amine). Conditions: time 8 hour. Yields the product EtOAc-hexanes, COC1(CC1)C1=CC=C(C=C1)C#CC1=CC=C(C(=O)OCC)C=C1 (Ethyl 4-[4-(1-methoxycyclopropyl)-phenylethynyl]-benzoate). The yield is 89.7%. RXN SMILES: [C:1]([C:3]1[CH:8]=[CH:7][C:6]([C:9]2([O:12][CH3:13])[CH2:11][CH2:10]2)=[CH:5][CH:4]=1)#[CH:2].[CH2:14]([O:16][C:17](=[O:25])[C:18]1[CH:23]=[CH:22][C:21](I)=[CH:20][CH:19]=1)[CH3:15]>C(N(CC)CC)C.[Cu]I.Cl[Pd](Cl)([P](C1C=CC=CC=1)(C1C=CC=CC=1)C1C=CC=CC=1)[P](C1C=CC=CC=1)(C1C=CC=CC=1)C1C=CC=CC=1>[CH3:13][O:12][C:9]1([C:6]2[CH:7]=[CH:8][C:3]([C:1]#[C:2][C:21]3[CH:22]=[CH:23][C:18]([C:17]([O:16][CH2:14][CH3:15])=[O:25])=[CH:19][CH:20]=3)=[CH:4][CH:5]=2)[CH2:10][CH2:11]1 |^1:37,56|. Reported procedure: Using General Procedure F; 1-ethynyl-4-(1-methoxycyclopropyl)-benzene (Intermediate 61, 100.0 mg, 0.47 mmol) and ethyl-4-iodo benzoate (Reagent A, 141.0 mg, 0.51 mmol) in triethyl amine (6 mL) was treated with copper(I)iodide (30.0 mg, 0.16 mmol) and sparged with argon for 5 minutes. Dichlorobis(triphenylphosphine)palladium(II) (109 mg, 0.16 mmol) was added and the reaction mixture was stirred overnight at room temperature. Column chromatography (2-5% EtOAc-hexanes) afforded 135.0 mg (90%) of th... Starting materials: CCOC(=O)CSc1cnc(N)s1, COc1ccc(CCCC(=O)O)cc1, CC1CCC(N(CCCc2cccc(Cl)c2)C(=O)Nc2ncc(SCC(=O)O)s2)CC1. The product is COc1ccc(CCCCN(C(=O)Nc2ncc(SCC(=O)O)s2)C2CCC(C)CC2)cc1. Reaction SMILES: [CH2:46]([O:47][C:48](=[O:49])[CH2:50][S:51][c:52]1[s:53][c:54]([NH2:55])[n:56][cH:57]1)[CH3:58].[CH3:32][O:33][c:34]1[cH:35][cH:36][c:37]([CH2:40][CH2:41][CH2:42][C:43]([OH:44])=[O:45])[cH:38][cH:39]1.[Cl:1][c:2]1[cH:3][c:4]([CH2:5][CH2:6][CH2:7][N:11]([C:12]([NH:13][c:14]2[s:15][c:16]([S:19][CH2:20][C:21](=[O:22])[OH:23])[cH:17][n:18]2)=[O:24])[CH:25]2[CH2:26][CH2:27][CH:28]([CH3:31])[CH2:29][CH2:30]2)[cH:8][cH:9][cH:10]1>>[N:11]([C:12]([NH:13][c:14]1[s:15][c:16]([S:19][CH2:20][C:21](=[O:22])[OH:23])[cH:17][n:18]1)=[O:24])([CH:25]1[CH2:26][CH2:27][CH:28]([CH3:31])[CH2:29][CH2:30]1)[CH2:43][CH2:42][CH2:41][CH2:40][c:37]1[cH:36][cH:35][c:34]([O:33][CH3:32])[cH:39][cH:38]1. Reactants: C1(CC1)C1=C(C=C(C(=C1)CO)OCC)C1=C(C=CC=C1)F ((2-cyclopropyl-5-ethoxy-2′-fluorobiphenyl-4-yl)methanol). Reagents/catalysts: [O-2].[O-2].[Mn+4] (Manganese dioxide), [O-2].[O-2].[Mn+4] (Manganese dioxide). Solvent: C1(=CC=CC=C1)C (toluene). Reaction conditions: temperature 60 celsius, time 1 hour. Product: C1(CC1)C1=C(C=C(C(=C1)C=O)OCC)C1=C(C=CC=C1)F (2-Cyclopropyl-5-ethoxy-2′-fluorobiphenyl-4-carbaldehyde). Isolated yield 90.7%. RXN SMILES: [CH:1]1([C:4]2[CH:9]=[C:8]([CH2:10][OH:11])[C:7]([O:12][CH2:13][CH3:14])=[CH:6][C:5]=2[C:15]2[CH:20]=[CH:19][CH:18]=[CH:17][C:16]=2[F:21])[CH2:3][CH2:2]1>[O-2].[O-2].[Mn+4].C1(C)C=CC=CC=1>[CH:1]1([C:4]2[CH:9]=[C:8]([CH:10]=[O:11])[C:7]([O:12][CH2:13][CH3:14])=[CH:6][C:5]=2[C:15]2[CH:20]=[CH:19][CH:18]=[CH:17][C:16]=2[F:21])[CH2:3][CH2:2]1 |f:1.2.3|. Procedure: Manganese dioxide (1.61 g) was added to a toluene (10 mL) solution of (2-cyclopropyl-5-ethoxy-2′-fluorobiphenyl-4-yl)methanol (1.06 g), and the mixture was stirred at 60° C. for 1 hour. Manganese dioxide (0.965 g) was further added to the reaction mixture, and the mixture was stirred at 60° C. for 30 minutes. The reaction mixture was filtered, and then, the solvent was distilled off under reduced pressure. The obtained residue was purified by silica gel column chromatography (hexane/ethyl acetat... The reactants are N[C@@H](CO)C(=O)N[C@@H](C(C)C)C(=O)N[C@@H](CCCNC(N)=N)C(=O)N[C@@H](CO)C(=O)N[C@@H](CCCCN)C(=O)N[C@@H](CCCCN)C(=O)N[C@@H]([C@H](O)C)C(=O)N[C@@H](C)C(=O)N[C@@H](CCCCN)C(=O)N[C@@H](CC1=CN(C2=CC=CC=C12)C=O)C(=O)N[C@@H](CC(N)=O)C(=O)O (H-Ser-Val-Arg-Ser-Lys-Lys-Thr-Ala-Lys-Trp(CHO)-Asn-OH). Run in C(O)([O-])=O.[NH4+] (ammonium hydrogen carbonate), C(O)([O-])=O.[NH4+] (ammonium hydrogen carbonate). Reaction conditions: time 24 hour. Product: N[C@@H](CO)C(=O)N[C@@H](C(C)C)C(=O)N[C@@H](CCCNC(N)=N)C(=O)N[C@@H](CO)C(=O)N[C@@H](CCCCN)C(=O)N[C@@H](CCCCN)C(=O)N[C@@H]([C@H](O)C)C(=O)N[C@@H](C)C(=O)N[C@@H](CCCCN)C(=O)N[C@@H](CC1=CNC2=CC=CC=C12)C(=O)N[C@@H](CC(N)=O)C(=O)O (H-Ser-Val-Arg-Ser-Lys-Lys-Thr-Ala-Lys-Trp-Asn-OH). RXN SMILES: [NH2:1][C@H:2]([C:5]([NH:7][C@H:8]([C:12]([NH:14][C@H:15]([C:23]([NH:25][C@H:26]([C:29]([NH:31][C@H:32]([C:38]([NH:40][C@H:41]([C:47]([NH:49][C@H:50]([C:54]([NH:56][C@H:57]([C:59]([NH:61][C@H:62]([C:68]([NH:70][C@H:71]([C:84]([NH:86][C@H:87]([C:92]([OH:94])=[O:93])[CH2:88][C:89](=[O:91])[NH2:90])=[O:85])[CH2:72][C:73]1[C:81]2[C:76](=[CH:77][CH:78]=[CH:79][CH:80]=2)[N:75](C=O)[CH:74]=1)=[O:69])[CH2:63][CH2:64][CH2:65][CH2:66][NH2:67])=[O:60])[CH3:58])=[O:55])[C@@H:51]([CH3:53])[OH:52])=[O:48])[CH2:42][CH2:43][CH2:44][CH2:45][NH2:46])=[O:39])[CH2:33][CH2:34][CH2:35][CH2:36][NH2:37])=[O:30])[CH2:27][OH:28])=[O:24])[CH2:16][CH2:17][CH2:18][NH:19][C:20](=[NH:22])[NH2:21])=[O:13])[CH:9]([CH3:11])[CH3:10])=[O:6])[CH2:3][OH:4]>C(=O)([O-])O.[NH4+]>[NH2:1][C@H:2]([C:5]([NH:7][C@H:8]([C:12]([NH:14][C@H:15]([C:23]([NH:25][C@H:26]([C:29]([NH:31][C@H:32]([C:38]([NH:40][C@H:41]([C:47]([NH:49][C@H:50]([C:54]([NH:56][C@H:57]([C:59]([NH:61][C@H:62]([C:68]([NH:70][C@H:71]([C:84]([NH:86][C@H:87]([C:92]([OH:94])=[O:93])[CH2:88][C:89](=[O:91])[NH2:90])=[O:85])[CH2:72][C:73]1[C:81]2[C:76](=[CH:77][CH:78]=[CH:79][CH:80]=2)[NH:75][CH:74]=1)=[O:69])[CH2:63][CH2:64][CH2:65][CH2:66][NH2:67])=[O:60])[CH3:58])=[O:55])[C@@H:51]([CH3:53])[OH:52])=[O:48])[CH2:42][CH2:43][CH2:44][CH2:45][NH2:46])=[O:39])[CH2:33][CH2:34][CH2:35][CH2:36][NH2:37])=[O:30])[CH2:27][OH:28])=[O:24])[CH2:16][CH2:17][CH2:18][NH:19][C:20](=[NH:21])[NH2:22])=[O:13])[CH:9]([CH3:10])[CH3:11])=[O:6])[CH2:3][OH:4] |f:1.2|. Reported procedure: H-Ser-Val-Arg-Ser-Lys-Lys-Thr-Ala-Lys-Trp(CHO)-Asn-OH (2) (965 mg) was dissolved in 0.1M ammonium hydrogen carbonate (90 ml) and the solution was stirred at 37°-38° C. for 24 hours, followed by addition of 0.1M ammonium hydrogen carbonate (4.5 g). The mixture was further stirred at 43° C. for 24 hours and then concentrated. The concentrate was chromatographed on a Sephadex G-25 column (3.2×65 cm), elution being carried out with 1N acetic acid, to give crude H-Ser-Val-Arg-Ser-Lys-Lys-Thr-Ala-Lys-... Starting materials: ClC1=C(C2=C(C=N1)C(OC2CC)=O)Cl (6,7-dichloro-1-ethyl-1H-furo[3,4-c]pyridine-3-one), N1C(CC2=CC=CC=C12)=O (1,3-dihydroindol-2-one). Product: ClC1=C(C2=C(C=N1)C(OC2CC)=C2C(NC1=CC=CC=C21)=O)Cl (3-(6,7-Dichloro-1-ethyl-1H-furo[3,4-c]pyridin-3-ylidene)-1,3-dihydro-indol-2-one). Reaction SMILES: [Cl:1][C:2]1[N:7]=[CH:6][C:5]2[C:8](=O)[O:9][CH:10]([CH2:11][CH3:12])[C:4]=2[C:3]=1[Cl:14].[NH:15]1[C:23]2[C:18](=[CH:19][CH:20]=[CH:21][CH:22]=2)[CH2:17][C:16]1=[O:24]>>[Cl:1][C:2]1[N:7]=[CH:6][C:5]2[C:8](=[C:17]3[C:18]4[C:23](=[CH:22][CH:21]=[CH:20][CH:19]=4)[NH:15][C:16]3=[O:24])[O:9][CH:10]([CH2:11][CH3:12])[C:4]=2[C:3]=1[Cl:14]. Reported procedure: In a manner similar to Example 46, 6,7-dichloro-1-ethyl-1H-furo[3,4-c]pyridine-3-one and 1,3-dihydroindol-2-one are converted to the title compound.